Dataset: the Open Reaction Database (ORD), a public repository of structured organic reaction records. Task: describe an organic reaction: reactants, conditions, products, and yield The reactants are [Al+3], [Cl-], Cl, [H-], [H-], [H-], [H-], [Li+], [Na+], C1CCOC1, COC(=O)CCc1cccc(Oc2ccccc2)c1, O. Yields the product OCCCc1cccc(Oc2ccccc2)c1. RXN SMILES: [Al+3:2].[Cl-:34].[ClH:27].[H-:1].[H-:4].[H-:5].[H-:6].[Li+:3].[Na+:33].[O:28]1[CH2:29][CH2:30][CH2:31][CH2:32]1.[O:7]([c:8]1[cH:9][cH:10][cH:11][cH:12][cH:13]1)[c:14]1[cH:15][c:16]([CH2:20][CH2:21][C:22](=[O:23])[O:24][CH3:25])[cH:17][cH:18][cH:19]1.[OH2:26]>>[O:7]([c:8]1[cH:9][cH:10][cH:11][cH:12][cH:13]1)[c:14]1[cH:15][c:16]([CH2:20][CH2:21][CH2:22][OH:23])[cH:17][cH:18][cH:19]1. The reactants are BrCCOCCBr, COC(=O)CCCOc1ccc2ccc(O)c(C(C)=O)c2c1, CN(C)C=O, [H-], [Na+]. Yields the product COC(=O)CCCOc1ccc2ccc(OCCOCCBr)c(C(C)=O)c2c1. RXN SMILES: [Br:25][CH2:26][CH2:27][O:28][CH2:29][CH2:30][Br:31].[CH3:1][O:2][C:3]([CH2:4][CH2:5][CH2:6][O:7][c:8]1[cH:9][c:10]2[c:11]([C:19]([CH3:20])=[O:21])[c:12]([OH:18])[cH:13][cH:14][c:15]2[cH:16][cH:17]1)=[O:22].[CH3:32][N:33]([CH3:34])[CH:35]=[O:36].[H-:23].[Na+:24]>>[CH3:1][O:2][C:3]([CH2:4][CH2:5][CH2:6][O:7][c:8]1[cH:9][c:10]2[c:11]([C:19]([CH3:20])=[O:21])[c:12]([O:18][CH2:30][CH2:29][O:28][CH2:27][CH2:26][Br:25])[cH:13][cH:14][c:15]2[cH:16][cH:17]1)=[O:22]. Starting materials: CC(c1ccc(Br)cc1Cl)C(O)(c1ccc2c(c1)N(C)C(=O)CO2)C(F)(F)F, COC(=O)c1ccc(B(O)O)cc1OC. The product is COC(=O)c1ccc(-c2ccc(C(C)C(O)(c3ccc4c(c3)N(C)C(=O)CO4)C(F)(F)F)c(Cl)c2)cc1OC. RXN SMILES: [Br:1][c:2]1[cH:3][c:4]([Cl:28])[c:5]([CH:8]([C:9]([C:10]([F:11])([F:12])[F:13])([OH:14])[c:15]2[cH:16][cH:17][c:18]3[c:19]([cH:26]2)[N:20]([CH3:25])[C:21](=[O:24])[CH2:22][O:23]3)[CH3:27])[cH:6][cH:7]1.[CH3:29][O:30][c:31]1[cH:32][c:33]([B:41]([OH:42])[OH:43])[cH:34][cH:35][c:36]1[C:37](=[O:38])[O:39][CH3:40]>>[c:2]1(-[c:33]2[cH:32][c:31]([O:30][CH3:29])[c:36]([C:37](=[O:38])[O:39][CH3:40])[cH:35][cH:34]2)[cH:3][c:4]([Cl:28])[c:5]([CH:8]([C:9]([C:10]([F:11])([F:12])[F:13])([OH:14])[c:15]2[cH:16][cH:17][c:18]3[c:19]([cH:26]2)[N:20]([CH3:25])[C:21](=[O:24])[CH2:22][O:23]3)[CH3:27])[cH:6][cH:7]1. Starting materials: C(C)O (ethanol), SC1=CC=C(C=C1)O (4-mercaptophenol), Cl.BrCCN (2-bromoethylamine hydrochloride), C([O-])([O-])=O.[K+].[K+] (potassium carbonate). Solvent: O (Water). Run at time 3 hour. The product is NCCSC1=CC=C(C=C1)O (4-(2-aminoethylthio)phenol). The yield is 105.6%. RXN SMILES: C(O)C.[SH:4][C:5]1[CH:10]=[CH:9][C:8]([OH:11])=[CH:7][CH:6]=1.Cl.Br[CH2:14][CH2:15][NH2:16].C(=O)([O-])[O-].[K+].[K+]>O>[NH2:16][CH2:15][CH2:14][S:4][C:5]1[CH:10]=[CH:9][C:8]([OH:11])=[CH:7][CH:6]=1 |f:2.3,4.5.6|. Reported procedure: To 30 ml of ethanol, 1.2 g of 4-mercaptophenol, 2.1 g of 2-bromoethylamine hydrochloride and 1.4 g of potassium carbonate were added, followed by stirring for 3 hours at room temperature. Water was added, and the resulting mixture was extracted with ethyl ether. The extract was dried over MgSO4 and the ethyl ether was distilled off under reduced pressure, whereby 1.7 g of the compound (7) were obtained (yield: stoichiometric). The reactants are CO, CC(=O)OCCc1cc(Cl)c(Oc2cc(C(C)C)c(=O)n(C)n2)c(Cl)c1, [Na+], [OH-]. Yields the product CC(C)c1cc(Oc2c(Cl)cc(CCO)cc2Cl)nn(C)c1=O. As a reaction SMILES: [CH3:29][OH:30].[Cl:1][c:2]1[cH:3][c:4]([CH2:21][CH2:22][O:23][C:24](=[O:25])[CH3:26])[cH:5][c:6]([Cl:20])[c:7]1[O:8][c:9]1[n:10][n:11]([CH3:19])[c:12](=[O:18])[c:13]([CH:15]([CH3:16])[CH3:17])[cH:14]1.[Na+:28].[OH-:27]>>[Cl:1][c:2]1[cH:3][c:4]([CH2:21][CH2:22][OH:23])[cH:5][c:6]([Cl:20])[c:7]1[O:8][c:9]1[n:10][n:11]([CH3:19])[c:12](=[O:18])[c:13]([CH:15]([CH3:16])[CH3:17])[cH:14]1. Reactants: OC1CNS(C2=C1C=CS2)(=O)=O (3,4-dihydro-4-hydroxy-2H-thieno[3,2-e]-1,2-thiazine 1,1-dioxide), CN(C)C=O (DMF), [H-].[Na+] (sodium hydride), CI (methyl iodide). Reaction conditions: time 4 hour. Yields the product COC1CN(S(C2=C1C=CS2)(=O)=O)C (3,4-Dihydro-4-methoxy-2-methyl-2H-thieno[3,2-e]-1,2-thiazine 1,1-dioxide). RXN SMILES: [OH:1][CH:2]1[C:7]2[CH:8]=[CH:9][S:10][C:6]=2[S:5](=[O:12])(=[O:11])NC1.[H-].[Na+].[CH3:15]I.C[N:18]([CH:20]=O)[CH3:19]>>[CH3:15][O:1][CH:2]1[C:7]2[CH:8]=[CH:9][S:10][C:6]=2[S:5](=[O:12])(=[O:11])[N:18]([CH3:19])[CH2:20]1 |f:1.2|. Reported procedure: To a solution of the product from Step C. (2.75 g, 13.4 mmol) in anhydrous DMF (40 mL) cooled to 0° C. was added sodium hydride (60% dispersion in mineral oil, 1.18 g, 29.5 mmol), followed by methyl iodide (2.5 mL, 40.2 mmol). The reaction mixture stirred at ambient temperature for 4 h and was poured onto ice and extracted with ethyl acetate (3×80 mL). Evaporation gave 3.35 g of an orange liquid which was chromatographed (silica, eluting with 50% ethyl acetate-hexane) to give the desired product...